This data is from the Open Reaction Database (ORD), a public repository of structured organic reaction records. The task is: describe an organic reaction: reactants, conditions, products, and yield Starting materials: C[C@@H]1CNCCN1, C1=CC(=C(C=C1F)C(F)(F)F)Br. Reagents/catalysts: CC(C)(C)[O-].[Na+], C1=CC=C(C=C1)P(C2=CC=CC=C2)C3=C(C4=CC=CC=C4C=C3)C5=C(C=CC6=CC=CC=C65)P(C7=CC=CC=C7)C8=CC=CC=C8, C1=CC=C(C=C1)/C=C/C(=O)/C=C/C2=CC=CC=C2.C1=CC=C(C=C1)/C=C/C(=O)/C=C/C2=CC=CC=C2.C1=CC=C(C=C1)/C=C/C(=O)/C=C/C2=CC=CC=C2.[Pd].[Pd]. Solvent: CC1=CC=CC=C1. Conditions: temperature 100 celsius. Yields the product C[C@@H]1CN(CCN1)C2=C(C=C(C=C2)F)C(F)(F)F. Isolated yield 59.0%. Procedure: 1-bromo-4-fluoro-2-(trifluoromethyl)benzene (5 g, 20.58 mmol), (R)-2-methylpiperazine (2.164 g, 21.61 mmol), sodium tert-butoxide (3.95 g, 41.15 mmol) and BINAP (0.512 g, 0.82 mmol) in anhydrous toluene (60 mL) was degassed under vacuum with inlet of nitrogen. TRIS(DIBENZYLIDENEACETONE)DIPALLADIUM(0) (0.377 g, 0.41 mmol) was added, the mixture again degassed. The resulting suspension was stirred at 100 °C for 6 hours under nitrogen.  LCMS: Product formed.  Cooled and evaporated. Residue diluted ... Run at time 5 hour. Yields the product C(=O)(O)C1=CN(C=2C=C3C(=C(C2C1=O)[N+]#N)OCO3)CC (7-carboxy-5-ethyl-8-oxo-5,8-dihydro-[1,3]dioxolo[4,5-g]quinoline-9-diazonium), [Cl-] (Chloride). Yield: 38.8%. RXN SMILES: [NH2:1][C:2]1[C:3]2[C:4](=[O:20])[C:5]([C:17]([OH:19])=[O:18])=[CH:6][N:7]([CH2:15][CH3:16])[C:8]=2[CH:9]=[C:10]2[O:14][CH2:13][O:12][C:11]=12.[ClH:21].[N:22]([O-])=O.[Na+]>O>[C:17]([C:5]1[C:4](=[O:20])[C:3]2[C:2]([N+:1]#[N:22])=[C:11]3[O:12][CH2:13][O:14][C:10]3=[CH:9][C:8]=2[N:7]([CH2:15][CH3:16])[CH:6]=1)([OH:19])=[O:18].[Cl-:21] |f:2.3|. Procedure details: To a pale brown suspension of 9-amino-5-ethyl-8-oxo-5,8-dihydro-[1,3]dioxolo[4,5-g]quinoline-7-carboxylic acid (11 g, 39.8 mmol) in con. HCl (25 mL) stirred at r.t. was added dropwise sodium nitrite (3.57 g, 51.8 mmol) in water (9 mL) at such a rate that the temperature of the reaction mixture would not exceed 45° C. (Ice bath!Slow addition!). Stirring continued for 5 h. The solution was poured into 120 mL of water and allowed to stand overnight in the refrigerator. The precipitate was collected... Solvent: O (water), O (water). Reactants: N(=O)[O-].[Na+] (sodium nitrite), NC=1C=2C(C(=CN(C2C=C2C1OCO2)CC)C(=O)O)=O (9-amino-5-ethyl-8-oxo-5,8-dihydro-[1,3]dioxolo[4,5-g]quinoline-7-carboxylic acid), Cl (HCl). Reactants: C(C)(C)(C)OC(=O)C=1C(=C(SC1NC(=O)NCCCCCCCCCCCC)C(=O)OCC1=CC=CC=C1)C (5-(3-Dodecyl-ureido)-3-methyl-thiophene-2,4-dicarboxylic acid 2-benzyl ester 4-tert-butyl ester), ( 5.5 ), CC(CCCCCC)OC(=O)C=1SC(=C(C1C)C(=O)OC(C)(C)C)NC(=O)NCCCCCCCC (3-methyl-5-(3-octyl-ureido)-thiophene-2,4-dicarboxylic acid 4-tert-butyl ester 2-octyl ester). Run in hexanes, CCOC(=O)C (EtOAc). The product is C(CCCCCCCCC)N=C=O (decyl isocyanate), solid. Isolated yield 40.0%. Reaction SMILES: C(OC(C1C(C)=C(C(OCC2C=CC=CC=2)=O)SC=1N[C:14]([NH:16][CH2:17][CH2:18][CH2:19][CH2:20][CH2:21][CH2:22][CH2:23][CH2:24][CH2:25][CH2:26]CC)=[O:15])=O)(C)(C)C.CC(OC(C1SC(NC(NCCCCCCCC)=O)=C(C(OC(C)(C)C)=O)C=1C)=O)CCCCCC>CCOC(C)=O>[CH2:17]([N:16]=[C:14]=[O:15])[CH2:18][CH2:19][CH2:20][CH2:21][CH2:22][CH2:23][CH2:24][CH2:25][CH3:26]. Procedure: (5.1) To a stirring solution of 5-amino-3-methyl-thiophene-2,4-dicarboxylic acid 2-octyl ester 4-tert-butyl ester (348 mg, 0.94 mmol) and DBU (0.35 mL, 360 mg, 2.4 mmol) in CH2Cl2 (10 mL) was added octyl isocyanate (0.166 mL, 146 mg, 0.94 mmol). The reaction was stirred RT for 16 h, and then solvent was removed under reduced pressure. The product was purified by column chromatography (5:1; hexanes:EtOAc) to give 431 mg of a solid (87%): Mp 92.0-94.0° C.; 1H NMR (CDCl3) δ 12.30 (s, 1H), 8.64 (s, ... Reactants: C(C)OC(=O)C=1NC=CC1 (1H-pyrrole-2-carboxylic acid ethyl ester), BrCC1=NOC(=C1)C=1SC(=CC1)Cl (3-bromomethyl-5-(5-chloro-thiophen-2-yl)-isoxazole), C(=O)([O-])[O-].[Cs+].[Cs+] (Cs2CO3). Reagents/catalysts: [Br-].C(CCCCCCCCC)C(C(C([PH+](CCCC)CCCC)(CCCCCCCCCC)CCCCCCCCCC)(CCCCCCCCCC)CCCCCCCCCC)(C)CCCCCCCCCC (hexa-n-decyltri-n-butyl phosphonium bromide). The solvent is CC#N (MeCN). Reaction conditions: temperature 60 celsius, time 4 hour. Yields the product C(C)OC(=O)C=1N(C=CC1)CC1=NOC(=C1)C=1SC(=CC1)Cl (1-[5-(5-chloro-thiophen-2-yl)-isoxazol-3-ylmethyl]-1H-pyrrole-2-carboxylic acid ethyl ester). The yield is 100.6%. RXN SMILES: [CH2:1]([O:3][C:4]([C:6]1[NH:7][CH:8]=[CH:9][CH:10]=1)=[O:5])[CH3:2].Br[CH2:12][C:13]1[CH:17]=[C:16]([C:18]2[S:19][C:20]([Cl:23])=[CH:21][CH:22]=2)[O:15][N:14]=1.C([O-])([O-])=O.[Cs+].[Cs+]>CC#N.[Br-].C(C(CCCCCCCCCC)(C)C(CCCCCCCCCC)(CCCCCCCCCC)C(CCCCCCCCCC)(CCCCCCCCCC)[PH+](CCCC)CCCC)CCCCCCCCC>[CH2:1]([O:3][C:4]([C:6]1[N:7]([CH2:12][C:13]2[CH:17]=[C:16]([C:18]3[S:19][C:20]([Cl:23])=[CH:21][CH:22]=3)[O:15][N:14]=2)[CH:8]=[CH:9][CH:10]=1)=[O:5])[CH3:2] |f:2.3.4,6.7|. Procedure: To a solution of 1H-pyrrole-2-carboxylic acid ethyl ester (70 mg) in MeCN was added 3-bromomethyl-5-(5-chloro-thiophen-2-yl)-isoxazole (139 mg), Cs2CO3 (180 mg), Bu4Nl (2 mg) and hexa-n-decyltri-n-butyl phosphonium bromide (10 mg). The mixture was stirred for 4 h at 60° C., whereupon it was cooled to RT and concentrated in vacuo. The residue was partitioned between water and ethyl acetate. The layers were separated and the aqueous phase was extracted with ethyl acetate. The combined organic phas... RXN SMILES: CN(C1C=CC=CN=1)C.Cl.CN(CCCN=C=NCC)C.[CH2:22]([N:24]1[CH:28]([C:29]2[CH:34]=[CH:33][CH:32]=[CH:31][CH:30]=2)[C:27](=[O:35])[N:26]([C:36]([CH3:41])([CH3:40])[C:37]([OH:39])=O)[CH2:25]1)[CH3:23].[Cl:42][C:43]1[C:49]([Cl:50])=[CH:48][CH:47]=[CH:46][C:44]=1[NH2:45]>ClCCl.O>[Cl:42][C:43]1[C:49]([Cl:50])=[CH:48][CH:47]=[CH:46][C:44]=1[NH:45][C:37](=[O:39])[C:36]([N:26]1[C:27](=[O:35])[CH:28]([C:29]2[CH:30]=[CH:31][CH:32]=[CH:33][CH:34]=2)[N:24]([CH2:22][CH3:23])[CH2:25]1)([CH3:41])[CH3:40] |f:1.2|. The solvent is ClCCl (dichloromethane), O (water). Reaction conditions: time 15 minute. Reported procedure: Dimethylaminopyridine (50 mg) and dimethylaminopropylethylcarbodiimide hydrochloride (0.5 g) were added to a solution of 2-(1-ethyl-5-phenylimidazolidin-4-on-3-yl)isobutyric acid (0.6 g) prepared according to Example 8 in dichloromethane (15 mL) at 0° C. After stirring for 15 minutes at 0° C. to room temperature, 2,3-dichioroaniline (0.4 g) was added and the mixture was stirred overnight at room temperature. The reaction solution was poured into water whose pH was 2, and the mixture was extracte... Isolated yield 21.9%. Yields the product ClC1=C(C=CC=C1Cl)NC(C(C)(C)N1CN(C(C1=O)C1=CC=CC=C1)CC)=O (N-(2,3-dichlorophenyl)-2-(1-ethyl-5-phenylimidazolidin-4-on-3-yl)isobutyramide). The reactants are CN(C)C1=NC=CC=C1 (Dimethylaminopyridine), Cl.CN(C)CCCN=C=NCC (dimethylaminopropylethylcarbodiimide hydrochloride), C(C)N1CN(C(C1C1=CC=CC=C1)=O)C(C(=O)O)(C)C (2-(1-ethyl-5-phenylimidazolidin-4-on-3-yl)isobutyric acid), ClC1=C(N)C=CC=C1Cl (2,3-dichioroaniline). Reactants: CN(C)c1ccncc1, ClCCCl, Nc1ccncn1, O=C(NN1CC=CCC1)Oc1ccccc1. Yields the product O=C(Nc1ccncn1)NN1CC=CCC1. RXN SMILES: [CH3:24][N:25]([CH3:26])[c:27]1[cH:28][cH:29][n:30][cH:31][cH:32]1.[Cl:33][CH2:34][CH2:35][Cl:36].[NH2:17][c:18]1[n:19][cH:20][n:21][cH:22][cH:23]1.[O:1]([c:2]1[cH:3][cH:4][cH:5][cH:6][cH:7]1)[C:8](=[O:9])[NH:10][N:11]1[CH2:12][CH2:13][CH:14]=[CH:15][CH2:16]1>>[C:8](=[O:9])([NH:10][N:11]1[CH2:12][CH2:13][CH:14]=[CH:15][CH2:16]1)[NH:17][c:18]1[n:19][cH:20][n:21][cH:22][cH:23]1. Reactants: CSC1=NC(=O)C(=Cc2ccc3c(cnn3Cc3ccc(Cl)cc3C(F)(F)F)c2)S1, O=C1CNCCN1. Yields the product O=C1CN(C2=NC(=O)C(=Cc3ccc4c(cnn4Cc4ccc(Cl)cc4C(F)(F)F)c3)S2)CCN1. Reaction SMILES: [Cl:1][c:2]1[cH:3][c:4]([C:27]([F:28])([F:29])[F:30])[c:5]([CH2:6][n:7]2[n:8][cH:9][c:10]3[cH:11][c:12]([CH:16]=[C:17]4[C:18](=[O:24])[N:19]=[C:20]([S:22][CH3:23])[S:21]4)[cH:13][cH:14][c:15]23)[cH:25][cH:26]1.[NH:31]1[C:32](=[O:37])[CH2:33][NH:34][CH2:35][CH2:36]1>>[Cl:1][c:2]1[cH:3][c:4]([C:27]([F:28])([F:29])[F:30])[c:5]([CH2:6][n:7]2[n:8][cH:9][c:10]3[cH:11][c:12]([CH:16]=[C:17]4[C:18](=[O:24])[N:19]=[C:20]([N:34]5[CH2:33][C:32](=[O:37])[NH:31][CH2:36][CH2:35]5)[S:21]4)[cH:13][cH:14][c:15]23)[cH:25][cH:26]1. Procedure: To a mixture of 6-bromo-4H-benzo[1,4]oxazin-3-one (59 g, 259 mmol) in anhydrous THF (800 mL) was added KHMDS solution (1M in THF, 259 mL, 259 mmol) drop-wise at 0° C. and the reaction mixture was stirred for 30 min. (S)-2-trifluoromethanesulfonyloxy-propionic acid ethyl ester (Preparation #10, Step B, 117 g, 466 mmol) was added. The reaction mixture was warmed to ambient temperature and stirred for 2 h. The reaction mixture was quenched by the addition of water (1000 mL). The organic phase was s... Starting materials: C[Si](C)(C)[N-][Si](C)(C)C.[K+] (KHMDS), BrC=1C=CC2=C(NC(CO2)=O)C1 (6-bromo-4H-benzo[1,4]oxazin-3-one), C(C)OC([C@H](C)OS(=O)(=O)C(F)(F)F)=O ((S)-2-trifluoromethanesulfonyloxy-propionic acid ethyl ester). Yields the product C(C)OC([C@@H](C)N1C(COC2=C1C=C(C=C2)Br)=O)=O ((R)-2-(6-bromo-3-oxo-2,3-dihydro-benzo[1,4]oxazin-4-yl)-propionic acid ethyl ester). Solvent: C1CCOC1 (THF). Reaction SMILES: [Br:1][C:2]1[CH:3]=[CH:4][C:5]2[O:10][CH2:9][C:8](=[O:11])[NH:7][C:6]=2[CH:12]=1.C[Si]([N-][Si](C)(C)C)(C)C.[K+].[CH2:23]([O:25][C:26](=[O:37])[C@@H:27](OS(C(F)(F)F)(=O)=O)[CH3:28])[CH3:24]>C1COCC1>[CH2:23]([O:25][C:26](=[O:37])[C@H:27]([N:7]1[C:6]2[CH:12]=[C:2]([Br:1])[CH:3]=[CH:4][C:5]=2[O:10][CH2:9][C:8]1=[O:11])[CH3:28])[CH3:24] |f:1.2|. The yield is 96.9%. Run at time 2 hour. The reactants are C1(CC=CCC1)C=O (3-Cyclohexene-1-carbaldehyde), [C-]#N.[K+] (KCN), S([O-])(O)=O.[Na+] (sodium bisulfite), [C-]#N.[K+] (KCN). The solvent is O (H2O), O (H2O). Reaction conditions: temperature 5 celsius, time 10 minute. Product: C1(CC=CCC1)C(C#N)O (2-(3-Cyclohexen-1-yl)-2-hydroxyacetonitrile). RXN SMILES: [CH:1]1([CH:7]=[O:8])[CH2:6][CH2:5][CH:4]=[CH:3][CH2:2]1.S(=O)(O)[O-].[Na+].[C-:14]#[N:15].[K+]>O>[CH:1]1([CH:7]([OH:8])[C:14]#[N:15])[CH2:6][CH2:5][CH:4]=[CH:3][CH2:2]1 |f:1.2,3.4|. Reported procedure: 3-Cyclohexene-1-carbaldehyde (11.7 ml. 0.1 mole) and sodium bisulfite (15.5 g., 0.15 mole) were combined with 150 ml. of H2O and heated at 50°-60° C. for 2 hours. The mixture was cooled to 5° C. and added dropwise over 10 minutes to a cold solution of KCN (19.5 g., 0.3 mole) in 50 ml. H2O. The mixture was warmed to 20° C., KCN (6.5 g., 0.1 mole) added as a solid, stirred for 10 minutes, and product extracted into 100 ml. ethyl acetate. The ethyl acetate extract was washed with brine and evaporat... Reactants: BrC=1C=C2C(=CN(C(C2=CC1)=O)S(=O)(=O)C1=CC=CC=C1)CBr (6-bromo-4-(bromomethyl)-2-(phenylsulfonyl)isoquinolin-1(2H)-one), C(C)N(C(OC(C)(C)C)=O)[C@@H](CO)CNC ((R)-tert-butyl ethyl(1-hydroxy-3-(methylamino)propan-2-yl)carbamate), C(C)(C)N(C(C)C)CC (N,N-diisopropylethylamine). Run in C1CCOC1 (THF), O (water). Conditions: temperature 50 celsius, time 1 hour. Yields the product C(C)(C)(C)OC(=O)N1[C@H](CN(CC1)CC1=CN(C(C2=CC=C(C=C12)Br)=O)S(=O)(=O)C1=CC=CC=C1)CO (tert-Butyl-(2R)-4-((6-bromo-1-oxo-2-(phenylsulfonyl)-1,2-dihydroisoquinolin-4-yl)methyl)-2-(hydroxymethyl)piperazine-1-carboxylate). The yield is 101.4%. Reaction SMILES: [Br:1][C:2]1[CH:3]=[C:4]2[C:9](=[CH:10][CH:11]=1)[C:8](=[O:12])[N:7]([S:13]([C:16]1[CH:21]=[CH:20][CH:19]=[CH:18][CH:17]=1)(=[O:15])=[O:14])[CH:6]=[C:5]2[CH2:22]Br.[CH2:24]([N:26]([C@H:34]([CH2:37][NH:38][CH3:39])[CH2:35][OH:36])[C:27](=[O:33])[O:28][C:29]([CH3:32])([CH3:31])[CH3:30])C.C(N(CC)C(C)C)(C)C>C1COCC1.O>[C:29]([O:28][C:27]([N:26]1[CH2:24][CH2:39][N:38]([CH2:22][C:5]2[C:4]3[C:9](=[CH:10][CH:11]=[C:2]([Br:1])[CH:3]=3)[C:8](=[O:12])[N:7]([S:13]([C:16]3[CH:17]=[CH:18][CH:19]=[CH:20][CH:21]=3)(=[O:14])=[O:15])[CH:6]=2)[CH2:37][C@@H:34]1[CH2:35][OH:36])=[O:33])([CH3:30])([CH3:31])[CH3:32]. Procedure: A solution of 6-bromo-4-(bromomethyl)-2-(phenylsulfonyl)isoquinolin-1(2H)-one (Example 11d, 1.75 g) in THF (20 mL) was treated with (R)-tert-butyl ethyl(1-hydroxy-3-(methylamino)propan-2-yl)carbamate (0.98 g) and N,N-diisopropylethylamine (0.80 mL) under nitrogen. The resulting solution was stirred at 50° C. for 1 h. The reaction mixture was diluted with water (300 mL), and extracted with ethyl acetate (250 mL×2). The combined organics were dried (MgSO4), filtered and evaporated. Triturated with...